Dataset: the Open Reaction Database (ORD), a public repository of structured organic reaction records. Task: describe an organic reaction: reactants, conditions, products, and yield The reactants are FC([C@H](N)C(=O)O)(F)F (3,3,3-Trifluoroalanine), [Br-].[K+] (potassium bromide), N(=O)[O-].[Na+] (sodium nitrite). The product is BrC(C(=O)O)C(F)(F)F (2-bromo-3,3,3-trifluoropropanoic acid). The solvent is S(O)(O)(=O)=O (sulfuric acid). As a reaction SMILES: [F:1][C:2]([F:9])([F:8])[C@@H:3]([C:5]([OH:7])=[O:6])N.N([O-])=O.[Na+].[Br-:14].[K+]>S(=O)(=O)(O)O>[Br:14][CH:3]([C:2]([F:9])([F:8])[F:1])[C:5]([OH:7])=[O:6] |f:1.2,3.4|. Procedure: 3,3,3-Trifluoroalanine (88 g.) is dissolved in a mixture of potassium bromide (250 g.) and 2.5 N sulfuric acid (1.240 ml.). The solution is chilled to 0° with an ice-salt bath and sodium nitrite (65.5 g.) is added in small portions over a one hour period with vigorous stirring. The reaction mixture is stirred in the cooling bath for another hour and then extracted with ether. The organic layer is washed with water, dried over magnesium sulfate and concentrated to dryness in vacuo to yield 2-brom... Reactants: S(=O)([O-])[O-].[Na+].[Na+] (Sodium sulfite), OO (hydrogen peroxide), NC1=C(C(=O)NC)C=CC=C1C (2-amino-N,3-dimethylbenzamide), NC1=C(C(=O)NC)C=CC=C1C (2-amino-N,3-dimethylbenzamide), Cl (hydrochloric acid), [OH-].[Na+] (sodium hydroxide). Solvent: O (water), CN(C=O)C (N,N-dimethylformamide). Conditions: temperature 10 celsius, time 3 hour. The product is NC1=C(C(=O)NC)C=C(C=C1C)Cl (2-amino-5-chloro-N,3-dimethylbenzamide). The yield is 72.7%. RXN SMILES: [NH2:1][C:2]1[C:11]([CH3:12])=[CH:10][CH:9]=[CH:8][C:3]=1[C:4]([NH:6][CH3:7])=[O:5].[ClH:13].OO.S([O-])([O-])=O.[Na+].[Na+].[OH-].[Na+]>O.CN(C)C=O>[NH2:1][C:2]1[C:11]([CH3:12])=[CH:10][C:9]([Cl:13])=[CH:8][C:3]=1[C:4]([NH:6][CH3:7])=[O:5] |f:3.4.5,6.7|. Procedure: A mixture of 2-amino-N,3-dimethylbenzamide (i.e. the product of Step A) (16.6 g, 100 mmol) and N,N-dimethylformamide (15.0 g) was cooled to 10° C. and concentrated hydrochloric acid (70 g, 700 mmol) was slowly added. Then the mixture was heated to 30° C., and 30% aqueous hydrogen peroxide (18.5 g, 160 mmol) was added dropwise over 15 minutes at 30-35° C. After stirring at about 35° C. for 3 h, the mixture was cooled to about 10° C., and then water (200 mL) was added. Sodium sulfite (7.56 g, 60 m... The reactants are O=C([O-])[O-], CCC(C)=O, CC1CN(C(=O)CCl)C(C)CN1Cc1ccc(F)cc1, [I-], [K+], [K+], [K+], O=[N+]([O-])c1cc(Cl)ccc1O, O. Product: CC1CN(C(=O)COc2ccc(Cl)cc2[N+](=O)[O-])C(C)CN1Cc1ccc(F)cc1. As a reaction SMILES: [C:32](=[O:33])([O-:34])[O-:35].[CH3:40][C:41](=[O:42])[CH2:43][CH3:44].[Cl:1][CH2:2][C:3](=[O:4])[N:5]1[CH:6]([CH3:20])[CH2:7][N:8]([CH2:12][c:13]2[cH:14][cH:15][c:16]([F:19])[cH:17][cH:18]2)[CH:9]([CH3:11])[CH2:10]1.[I-:39].[K+:36].[K+:37].[K+:38].[N+:21](=[O:22])([O-:23])[c:24]1[c:25]([OH:31])[cH:26][cH:27][c:28]([Cl:30])[cH:29]1.[OH2:45]>>[CH2:2]([C:3](=[O:4])[N:5]1[CH:6]([CH3:20])[CH2:7][N:8]([CH2:12][c:13]2[cH:14][cH:15][c:16]([F:19])[cH:17][cH:18]2)[CH:9]([CH3:11])[CH2:10]1)[O:31][c:25]1[c:24]([N+:21](=[O:22])[O-:23])[cH:29][c:28]([Cl:30])[cH:27][cH:26]1.